This data is from the Open Reaction Database (ORD), a public repository of structured organic reaction records. The task is: describe an organic reaction: reactants, conditions, products, and yield The reactants are C(C)(=N)NNC(C)=O (N′-Ethanimidoylacetohydrazide), C([O-])(O)=O.[Na+] (sodium bicarbonate), BrCC(=O)C=1C=NN(C1C1=CC=C(C=C1)C)C (2-bromo-1-[1-methyl-5-(4-methylphenyl)-1H-pyrazol-4-yl]ethanone). Solvent: C(C)#N (acetonitrile), ClCCl (dichloromethane). Run at temperature 80 celsius. The product is CC=1N(C=C(N1)C=1C=NN(C1C1=CC=C(C=C1)C)C)NC(C)=O (N-{2-methyl-4-[1-methyl-5-(4-methylphenyl)-1H-pyrazol-4-yl]-1H-imidazol-1-yl}acetamide). Reaction SMILES: [C:1]([NH:4][NH:5][C:6](=[O:8])[CH3:7])(=[NH:3])[CH3:2].C(=O)(O)[O-].[Na+].Br[CH2:15][C:16]([C:18]1[CH:19]=[N:20][N:21]([CH3:30])[C:22]=1[C:23]1[CH:28]=[CH:27][C:26]([CH3:29])=[CH:25][CH:24]=1)=O>C(#N)C.ClCCl>[CH3:2][C:1]1[N:4]([NH:5][C:6](=[O:8])[CH3:7])[CH:15]=[C:16]([C:18]2[CH:19]=[N:20][N:21]([CH3:30])[C:22]=2[C:23]2[CH:28]=[CH:27][C:26]([CH3:29])=[CH:25][CH:24]=2)[N:3]=1 |f:1.2|. Procedure details: N′-Ethanimidoylacetohydrazide (147 mg, 1.28 mmol) and sodium bicarbonate (99%, 181 mg, 2.13 mmol) were added to a solution of 2-bromo-1-[1-methyl-5-(4-methylphenyl)-1H-pyrazol-4-yl]ethanone (250 mg, 0.853 mmol) in acetonitrile (9 mL), and the mixture was heated at 80° C. for 3 hours. The reaction was allowed to cool to room temperature, and was then diluted with dichloromethane and filtered through Celite. The filtrate was concentrated in vacuo, and the residue was purified by silica gel chromat... The yield is 79.8%. Reported procedure: 4-iodo-1H-pyrazole (0.95 g, 4.94 mmol) and 2-bromo-N,N-dimethylacetamide (Preparation 98, 0.82 g, 4.94 mmol) were dissolved in dry DMF (10 ml). To the stirred solution was added potassium carbonate (1 g, 7.35 mmol) and the reaction mixture was stirred for 24 hours. The solid was filtered and the solution was diluted with dichloromethane (50 ml) and water (30 ml). The organic solution was collected, dried and concentrated in vacuum. The crude was purified by silica gel column chromatography eluti... The solvent is CN(C)C=O (DMF). Starting materials: IC=1C=NNC1 (4-iodo-1H-pyrazole), BrCC(=O)N(C)C (2-bromo-N,N-dimethylacetamide), C([O-])([O-])=O.[K+].[K+] (potassium carbonate). Yields the product IC=1C=NN(C1)CC(=O)N(C)C (2-(4-Iodo-1H-pyrazol-1-yl)-N,N-dimethylacetamide). RXN SMILES: [I:1][C:2]1[CH:3]=[N:4][NH:5][CH:6]=1.Br[CH2:8][C:9]([N:11]([CH3:13])[CH3:12])=[O:10].C(=O)([O-])[O-].[K+].[K+]>CN(C=O)C>[I:1][C:2]1[CH:3]=[N:4][N:5]([CH2:8][C:9]([N:11]([CH3:13])[CH3:12])=[O:10])[CH:6]=1 |f:2.3.4|. Conditions: time 24 hour. RXN SMILES: [C:1](#[N:2])[c:3]1[cH:4][cH:5][c:6]([NH:9][C:10](=[O:11])[CH:12]2[CH:13]([c:33]3[c:34]([F:40])[c:35]([Cl:39])[cH:36][cH:37][cH:38]3)[C:14]3([C:15](=[O:25])[NH:16][c:17]4[cH:18][c:19]([Cl:24])[cH:20][c:21]([F:23])[c:22]43)[CH:26]([CH2:28][C:29]([CH3:30])([CH3:31])[CH3:32])[NH:27]2)[cH:7][cH:8]1.[CH3:45][S:46]([CH3:47])=[O:48].[Na+:44].[OH-:43].[OH:41][OH:42]>>[C:1]([NH2:2])([c:3]1[cH:4][cH:5][c:6]([NH:9][C:10](=[O:11])[CH:12]2[CH:13]([c:33]3[c:34]([F:40])[c:35]([Cl:39])[cH:36][cH:37][cH:38]3)[C:14]3([C:15](=[O:25])[NH:16][c:17]4[cH:18][c:19]([Cl:24])[cH:20][c:21]([F:23])[c:22]43)[CH:26]([CH2:28][C:29]([CH3:30])([CH3:31])[CH3:32])[NH:27]2)[cH:7][cH:8]1)=[O:41]. Reactants: CC(C)(C)CC1NC(C(=O)Nc2ccc(C#N)cc2)C(c2cccc(Cl)c2F)C12C(=O)Nc1cc(Cl)cc(F)c12, CS(C)=O, [Na+], [OH-], OO. Product: CC(C)(C)CC1NC(C(=O)Nc2ccc(C(N)=O)cc2)C(c2cccc(Cl)c2F)C12C(=O)Nc1cc(Cl)cc(F)c12. Starting materials: Cl2Pd(dppf)-CH2Cl2, B1(OC(C(O1)(C)C)(C)C)C2=CCN(CC2)C(=O)OC(C)(C)C ((n-tert-butoxycarbonyl)-1,2,3,6-tetrahydropyridine-4-boronic acid pinacol ester), BrC1=C(C=C(C=C1)C(F)(F)F)I (1-bromo-2-iodo-4-(trifluoromethyl)benzene), P(=O)([O-])([O-])[O-].[K+].[K+].[K+] (potassium phosphate), BrC1=C(C=C(C=C1)C(F)(F)F)C1=CCN(CC1)C(=O)OC(C)(C)C (tert-butyl 4-(2-bromo-5-(trifluoromethyl)phenyl)-5,6-dihydropyridine-1(2H)-carboxylate), C1=NC=CC2=C(C=CC=C12)B(O)O (isoquinolin-5-ylboronic acid), Cl2Pd(AmPhos). The solvent is O1CCOCC1 (dioxane), O (water), C(C)OCC (diethyl ether). Conditions: temperature 100 celsius. Yields the product C1=NC=CC2=C(C=CC=C12)C1=C(C=C(C=C1)C(F)(F)F)C1=CCN(CC1)C(=O)OC(C)(C)C (tert-butyl 4-(2-(isoquinolin-5-yl)-5-(trifluoromethyl)phenyl)-5,6-dihydropyridine-1(2H)-carboxylate). As a reaction SMILES: B1(C2CCN(C(OC(C)(C)C)=O)CC=2)OC(C)(C)C(C)(C)O1.BrC1C=CC(C(F)(F)F)=CC=1I.P([O-])([O-])([O-])=O.[K+].[K+].[K+].Br[C:44]1[CH:49]=[CH:48][C:47]([C:50]([F:53])([F:52])[F:51])=[CH:46][C:45]=1[C:54]1[CH2:59][CH2:58][N:57]([C:60]([O:62][C:63]([CH3:66])([CH3:65])[CH3:64])=[O:61])[CH2:56][CH:55]=1.[CH:67]1[C:76]2[C:71](=[C:72](B(O)O)[CH:73]=[CH:74][CH:75]=2)[CH:70]=[CH:69][N:68]=1>O1CCOCC1.O.C(OCC)C>[CH:67]1[C:76]2[C:71](=[C:72]([C:44]3[CH:49]=[CH:48][C:47]([C:50]([F:53])([F:52])[F:51])=[CH:46][C:45]=3[C:54]3[CH2:59][CH2:58][N:57]([C:60]([O:62][C:63]([CH3:66])([CH3:65])[CH3:64])=[O:61])[CH2:56][CH:55]=3)[CH:73]=[CH:74][CH:75]=2)[CH:70]=[CH:69][N:68]=1 |f:2.3.4.5|. Reported procedure: A solution of Cl2Pd(dppf)-CH2Cl2 adduct (Strem Chemicals Inc., Newburyport, Mass., 1.157 g, 1.416 mmol), (n-tert-butoxycarbonyl)-1,2,3,6-tetrahydropyridine-4-boronic acid pinacol ester (Maybridge Chemicals, Cornwall, UK, 8.76 ml, 28.3 mmol), 1-bromo-2-iodo-4-(trifluoromethyl)benzene (Combi-Blocks, San Diego, Calif., 9.94 g, 28.3 mmol), and potassium phosphate (36.1 g, 170 mmol) in 100 mL dioxane and 40 mL water was heated to 100° C. for 3 hours. LC/MS showed clean conversion to tert-butyl 4-(2-b... The reactants are ClC1=CC(=NC2=CC(=CC=C12)OC)C1=CC=CC=C1 (4-chloro-7-methoxy-2-phenyl-quinoline), C(O)CN (ethanolamine). The product is Cl.COC1=CC=C2C(=CC(=NC2=C1)C1=CC=CC=C1)NCCO (2-(7-Methoxy-2-phenyl-quinolin-4-ylamino)-ethanol hydrochloride). As a reaction SMILES: [Cl:1][C:2]1[C:11]2[C:6](=[CH:7][C:8]([O:12][CH3:13])=[CH:9][CH:10]=2)[N:5]=[C:4]([C:14]2[CH:19]=[CH:18][CH:17]=[CH:16][CH:15]=2)[CH:3]=1.[CH2:20]([CH2:22][NH2:23])[OH:21]>>[ClH:1].[CH3:13][O:12][C:8]1[CH:7]=[C:6]2[C:11]([C:2]([NH:23][CH2:22][CH2:20][OH:21])=[CH:3][C:4]([C:14]3[CH:19]=[CH:18][CH:17]=[CH:16][CH:15]=3)=[N:5]2)=[CH:10][CH:9]=1 |f:2.3|. Procedure: The title compound, m.p. 197° C. and MS: m/e=294 (M+), was prepared from 4-chloro-7-methoxy-2-phenyl-quinoline and ethanolamine. Starting materials: CS(=O)(=O)Cl, O=C(CC1CCCCC1)Nc1c(Cl)ccc2nc(N3CCC(O)C3)ccc12. The product is CS(=O)(=O)OC1CCN(c2ccc3c(NC(=O)CC4CCCCC4)c(Cl)ccc3n2)C1. Reaction SMILES: [CH3:28][S:29]([Cl:30])(=[O:31])=[O:32].[Cl:1][c:2]1[c:3]([NH:18][C:19]([CH2:20][CH:21]2[CH2:22][CH2:23][CH2:24][CH2:25][CH2:26]2)=[O:27])[c:4]2[cH:5][cH:6][c:7]([N:12]3[CH2:13][CH:14]([OH:17])[CH2:15][CH2:16]3)[n:8][c:9]2[cH:10][cH:11]1>>[Cl:1][c:2]1[c:3]([NH:18][C:19]([CH2:20][CH:21]2[CH2:22][CH2:23][CH2:24][CH2:25][CH2:26]2)=[O:27])[c:4]2[cH:5][cH:6][c:7]([N:12]3[CH2:13][CH:14]([O:17][S:29]([CH3:28])(=[O:31])=[O:32])[CH2:15][CH2:16]3)[n:8][c:9]2[cH:10][cH:11]1. Reactants: COC1=C(C=CC=C1)N1CCN(CC1)CCN1C(NC2=C(C1=O)SC=C2)=O (3-[2-[4-(2-Methoxyphenyl)piperazin-1-yl]ethyl]thieno[3,2-d]pyrimidine-2,4-dione), C(CCC)I (butyl iodide). Solvent: CN(C=O)C (dimethylformamide). Product: C(CCC)N1C(N(C(C2=C1C=CS2)=O)CCN2CCN(CC2)C2=C(C=CC=C2)OC)=O (1-(Butyl)-3-[2-[4-(2-methoxyphenyl)piperazin-1-yl]ethyl]thieno[3,2-d]pyrimidine-2,4-dione). Isolated yield 56.0%. As a reaction SMILES: [CH3:1][O:2][C:3]1[CH:8]=[CH:7][CH:6]=[CH:5][C:4]=1[N:9]1[CH2:14][CH2:13][N:12]([CH2:15][CH2:16][N:17]2[C:22](=[O:23])[C:21]3[S:24][CH:25]=[CH:26][C:20]=3[NH:19][C:18]2=[O:27])[CH2:11][CH2:10]1.[CH2:28](I)[CH2:29][CH2:30][CH3:31]>CN(C)C=O>[CH2:28]([N:19]1[C:20]2[CH:26]=[CH:25][S:24][C:21]=2[C:22](=[O:23])[N:17]([CH2:16][CH2:15][N:12]2[CH2:11][CH2:10][N:9]([C:4]3[CH:5]=[CH:6][CH:7]=[CH:8][C:3]=3[O:2][CH3:1])[CH2:14][CH2:13]2)[C:18]1=[O:27])[CH2:29][CH2:30][CH3:31]. Reported procedure: The title compound was produced following the procedure of Example 13 using dimethylformamide as the solvent, the thienopyrimidine-2,4-dione (2.0 g, 5.17 mmol) from Example 19, and butyl iodide as the alkylating agent. The title compound was isolated in 56% yield (1.28 g) after recrystallization from EtOH, mp 139°-140° C. Product: ClC1=CC=C(CN(C=2C=C(C(=O)O)C=CC2)S(=O)(=O)C2=NN(C=C2)C)C=C1 (3-[(4-Chloro-benzyl)-(1-methyl-1H-pyrazole-3-sulfonyl)-amino]-benzoic acid). RXN SMILES: C([O:5][C:6](=[O:31])[C:7]1[CH:12]=[CH:11][CH:10]=[C:9]([N:13]([CH2:23][C:24]2[CH:29]=[CH:28][C:27]([Cl:30])=[CH:26][CH:25]=2)[S:14]([C:17]2[CH:21]=[CH:20][N:19]([CH3:22])[N:18]=2)(=[O:16])=[O:15])[CH:8]=1)(C)(C)C>FC(F)(F)C(O)=O.ClCCl>[Cl:30][C:27]1[CH:26]=[CH:25][C:24]([CH2:23][N:13]([S:14]([C:17]2[CH:21]=[CH:20][N:19]([CH3:22])[N:18]=2)(=[O:15])=[O:16])[C:9]2[CH:8]=[C:7]([CH:12]=[CH:11][CH:10]=2)[C:6]([OH:31])=[O:5])=[CH:29][CH:28]=1 |f:1.2|. Yield: 16.9%. Reported procedure: A solution of 3-[(4-chloro-benzyl)-(1-methyl-1H-pyrazole-3-sulfonyl)-amino]-benzoic acid tert-butyl ester (1.33 g, 0.02 mol) in a mixture of trifluoroacetic acid/dichloromethane (20 ml, 1:1 v/v) was stirred for 3 hrs. The reaction mixture was concentrated to dryness in vacuo to afford the title compound as a white solid (1.37 g). HPLC retention time 2.75 Mass spectrum (ES+) m/z 405.9 (M+). Starting materials: C(C)(C)(C)OC(C1=CC(=CC=C1)N(S(=O)(=O)C1=NN(C=C1)C)CC1=CC=C(C=C1)Cl)=O (3-[(4-chloro-benzyl)-(1-methyl-1H-pyrazole-3-sulfonyl)-amino]-benzoic acid tert-butyl ester). Solvent: FC(C(=O)O)(F)F.ClCCl (trifluoroacetic acid dichloromethane). Run at time 3 hour. Starting materials: CC1C(C(SC1)C(=O)OC)=O (methyl 4-methyl-3-oxo-tetrahydrothiophene-2-carboxylate), C1(O)=CC(O)=CC=C1 (resorcinol), CC(C(C)C=1C=C(C=C(O)C1)O)CCCCC (5-(3-methyl-2-octyl) resorcinol), P(=O)(Cl)(Cl)Cl (phosphorous oxychloride). The solvent is C1=CC=CC=C1 (benzene), C1=CC=CC=C1 (benzene). Yields the product OC1=CC(=CC2=C1C1=C(C(O2)=O)SCC1C)C(C)C(CCCCC)C (1,2-Dihydro-9-hydroxy-1-methyl-7-(3-methyl-2-octyl)-4-oxo4H-thieno-[2,3-c][1] benzopyran). As a reaction SMILES: [CH3:1][CH:2]1[CH2:6][S:5][CH:4]([C:7]([O:9][CH3:10])=[O:8])[C:3]1=O.[CH3:12][CH:13]([CH2:24][CH2:25][CH2:26][CH2:27][CH3:28])[CH:14]([C:16]1[CH:17]=C(O)[CH:19]=[C:20]([CH:22]=1)[OH:21])[CH3:15].P(Cl)(Cl)(Cl)=O.C1(C=CC=C(O)C=1)O>C1C=CC=CC=1>[OH:21][C:20]1[C:19]2[C:3]3[CH:2]([CH3:1])[CH2:6][S:5][C:4]=3[C:7](=[O:8])[O:9][C:10]=2[CH:17]=[C:16]([CH:14]([CH:13]([CH3:12])[CH2:24][CH2:25][CH2:26][CH2:27][CH3:28])[CH3:15])[CH:22]=1. Procedure: A solution in dry benzene of equimolar amounts of methyl 4-methyl-3-oxo-tetrahydrothiophene-2-carboxylate and 5-(3-methyl-2-octyl) resorcinol plus phosphorous oxychloride (5 ml. of benzene/g. of the resorcinol) was warmed for 13 days at 35°-37°C. in an oil bath. Most of the benzene and HCl were removed at reduced pressure, and the dark tarry residue was stirred with ether and water until solution was complete. The ether layer was washed successively with dilute solutions of sodium bicarbonate, s...